From a dataset of the Open Reaction Database (ORD), a public repository of structured organic reaction records. describe an organic reaction: reactants, conditions, products, and yield Reactants: OC1=C(C=C(C=C1)CCCN1C=NC=C1)OC (1-[3-(4-hydroxy-3-methoxyphenyl)propyl]imidazole), ClCC=1N=C(OC1)C=1SC(=CC1)C (4-chloromethyl-2-(5-methyl-2-thienyl)oxazole). The product is N1(C=NC=C1)CCCC1=CC(=C(OCC=2N=C(OC2)C=2SC(=CC2)C)C=C1)OC (4-[4-[3-(1-imidazolyl)propyl]-2-methoxyphenoxymethyl]-2-(5-methyl-2-thienyl)oxazole). Yield: 72.0%. Reaction SMILES: [OH:1][C:2]1[CH:7]=[CH:6][C:5]([CH2:8][CH2:9][CH2:10][N:11]2[CH:15]=[CH:14][N:13]=[CH:12]2)=[CH:4][C:3]=1[O:16][CH3:17].Cl[CH2:19][C:20]1[N:21]=[C:22]([C:25]2[S:26][C:27]([CH3:30])=[CH:28][CH:29]=2)[O:23][CH:24]=1>>[N:11]1([CH2:10][CH2:9][CH2:8][C:5]2[CH:6]=[CH:7][C:2]([O:1][CH2:19][C:20]3[N:21]=[C:22]([C:25]4[S:26][C:27]([CH3:30])=[CH:28][CH:29]=4)[O:23][CH:24]=3)=[C:3]([O:16][CH3:17])[CH:4]=2)[CH:15]=[CH:14][N:13]=[CH:12]1. Procedure: In substantially the same manner as in Working Example 72, 1-[3-(4-hydroxy-3-methoxyphenyl)propyl]imidazole was reacted with 4-chloromethyl-2-(5-methyl-2-thienyl)oxazole to obtain 4-[4-[3-(1-imidazolyl)propyl]-2-methoxyphenoxymethyl]-2-(5-methyl-2-thienyl)oxazole. The yield was 72%. Recrystallization from ethyl acetate-hexane gave colorless prisms, mp 92-93° C. Reactants: [Al+3], CC(=O)O, [Cl-], [Cl-], [Cl-], [Cl-], O=C(CCCl)c1ccc(Br)cc1, [Na+]. The product is O=C1CCc2cc(Br)ccc21. RXN SMILES: [Al+3:14].[CH3:19][C:20](=[O:21])[OH:22].[Cl-:13].[Cl-:15].[Cl-:16].[Cl-:18].[Cl:1][CH2:2][CH2:3][C:4](=[O:5])[c:6]1[cH:7][cH:8][c:9]([Br:12])[cH:10][cH:11]1.[Na+:17]>>[CH2:2]1[CH2:3][C:4](=[O:5])[c:6]2[c:7]1[cH:8][c:9]([Br:12])[cH:10][cH:11]2. Reactants: C(C)C=1SC2=C(N1)C(=CC=C2C(=O)O)OC (2-ethyl-4-methoxybenzothiazole-7-carboxylic acid), C(C(=O)Cl)(=O)Cl (oxalyl chloride), CN1N=CC=C1N (2-methyl-2H-pyrazol-3-ylamine). Reagents/catalysts: CN(C=O)C (dimethylformamide). The solvent is ClCCl (dichloromethane), ClCCl (dichloromethane), C(C)N(CC)CC (triethylamine). The product is CN1N=CC=C1NC(=O)C1=CC=C(C=2N=C(SC21)CC)OC (2-Ethyl-4-methoxybenzothiazole-7-carboxylic acid (2-methyl-2H-pyrazol-3-yl)amide). The yield is 30.0%. As a reaction SMILES: [CH2:1]([C:3]1[S:4][C:5]2[C:11]([C:12]([OH:14])=O)=[CH:10][CH:9]=[C:8]([O:15][CH3:16])[C:6]=2[N:7]=1)[CH3:2].C(Cl)(=O)C(Cl)=O.[CH3:23][N:24]1[C:28]([NH2:29])=[CH:27][CH:26]=[N:25]1>CN(C)C=O.ClCCl.C(N(CC)CC)C>[CH3:23][N:24]1[C:28]([NH:29][C:12]([C:11]2[C:5]3[S:4][C:3]([CH2:1][CH3:2])=[N:7][C:6]=3[C:8]([O:15][CH3:16])=[CH:9][CH:10]=2)=[O:14])=[CH:27][CH:26]=[N:25]1. Reported procedure: Starting from 2-ethyl-4-methoxybenzothiazole-7-carboxylic acid (0.2 g), oxalyl chloride (0.15 ml), dichloromethane (20 ml) and dimethylformamide (1 drop), followed by 2-methyl-2H-pyrazol-3-ylamine (0.17 g), triethylamine (0.24 ml) and dichloromethane (40 ml). Purification by flash chromatography (eluent 10% methanol/dichloromethane) yielded the title compound as a yellow solid (0.08 g). TLC Rf 0.52 (10% methanol in dichloromethane), Mpt 185-186° C. Reactants: O=C(Cl)c1ccc(Br)cc1, COC(=O)CC1CN(S(=O)(=O)c2ccc3cc(Cl)ccc3c2)CC(CC(=O)OC)N1, CCN(C(C)C)C(C)C, ClCCl, O. Yields the product COC(=O)CC1CN(S(=O)(=O)c2ccc3cc(Cl)ccc3c2)CC(CC(=O)OC)N1C(=O)c1ccc(Br)cc1. RXN SMILES: [Br:40][c:41]1[cH:42][cH:43][c:44]([C:45](=[O:46])[Cl:47])[cH:48][cH:49]1.[CH3:1][O:2][C:3](=[O:4])[CH2:5][CH:6]1[NH:7][CH:8]([CH2:26][C:27](=[O:28])[O:29][CH3:30])[CH2:9][N:10]([S:12](=[O:13])(=[O:14])[c:15]2[cH:16][c:17]3[cH:18][cH:19][c:20]([Cl:25])[cH:21][c:22]3[cH:23][cH:24]2)[CH2:11]1.[CH:31]([N:32]([CH2:33][CH3:34])[CH:35]([CH3:36])[CH3:37])([CH3:38])[CH3:39].[Cl:51][CH2:52][Cl:53].[OH2:50]>>[CH3:1][O:2][C:3](=[O:4])[CH2:5][CH:6]1[N:7]([C:45]([c:44]2[cH:43][cH:42][c:41]([Br:40])[cH:49][cH:48]2)=[O:46])[CH:8]([CH2:26][C:27](=[O:28])[O:29][CH3:30])[CH2:9][N:10]([S:12](=[O:13])(=[O:14])[c:15]2[cH:16][c:17]3[cH:18][cH:19][c:20]([Cl:25])[cH:21][c:22]3[cH:23][cH:24]2)[CH2:11]1. Starting materials: BrC1=NC=CC=C1C (2-bromo-3-methylpyridine), [N+](=O)([O-])C=1C=C(C=CC1)B(O)O (3-nitrophenylboronic acid), aqueous solution, C([O-])([O-])=O.[Na+].[Na+] (sodium carbonate). Reagents/catalysts: [Pd].C1(=CC=CC=C1)P(C1=CC=CC=C1)C1=CC=CC=C1.C1(=CC=CC=C1)P(C1=CC=CC=C1)C1=CC=CC=C1.C1(=CC=CC=C1)P(C1=CC=CC=C1)C1=CC=CC=C1.C1(=CC=CC=C1)P(C1=CC=CC=C1)C1=CC=CC=C1 (tetrakis(triphenylphosphine)-palladium). The solvent is COCCOC (1,2-dimethoxyethane), ClCCl (dichloromethane). Run at temperature 80 celsius, time 5 hour. Product: CC=1C(=NC=CC1)C=1C=C(C=CC1)[N+](=O)[O-] (3-(3-methylpyridin-2-yl)-nitrobenzene). The yield is 84.5%. As a reaction SMILES: Br[C:2]1[C:7]([CH3:8])=[CH:6][CH:5]=[CH:4][N:3]=1.[N+:9]([C:12]1[CH:13]=[C:14](B(O)O)[CH:15]=[CH:16][CH:17]=1)([O-:11])=[O:10].C(=O)([O-])[O-].[Na+].[Na+]>COCCOC.ClCCl.[Pd].C1(P(C2C=CC=CC=2)C2C=CC=CC=2)C=CC=CC=1.C1(P(C2C=CC=CC=2)C2C=CC=CC=2)C=CC=CC=1.C1(P(C2C=CC=CC=2)C2C=CC=CC=2)C=CC=CC=1.C1(P(C2C=CC=CC=2)C2C=CC=CC=2)C=CC=CC=1>[CH3:8][C:7]1[C:2]([C:16]2[CH:17]=[C:12]([N+:9]([O-:11])=[O:10])[CH:13]=[CH:14][CH:15]=2)=[N:3][CH:4]=[CH:5][CH:6]=1 |f:2.3.4,7.8.9.10.11|. Procedure: To a suspension of 2-bromo-3-methylpyridine (1.72 g), 3-nitrophenylboronic acid (2.17 g) and tetrakis(triphenylphosphine)-palladium (577 mg) in 1,2-dimethoxyethane (20 ml) was added 2M aqueous solution of sodium carbonate (13 ml). The mixture was stirred at 80° C. for 5 hours under a nitrogen atmosphere, then cooled to room temperature and diluted with dichloromethane. The organic layer was separated, washed with water and brine and dried over sodium sulfate. The solvent was evaporated under red... Starting materials: Cl (hydrochloric acid), [H][H] (Hydrogen), Cl.C(C1=CC(OC)=C(O)C=C1)N (vanillylamine hydrochloride). The reagents and catalysts are [Pd] (Pd/C). Solvent: O (water). Run at temperature 10 celsius, time 4 hour. Product: C(C1=CC(OC)=C(O)C=C1)N (Vanillylamine). Reaction SMILES: Cl.[H][H].Cl.[CH2:5]([NH2:15])[C:6]1[CH:14]=[CH:13][C:11]([OH:12])=[C:8]([O:9][CH3:10])[CH:7]=1>[Pd].O>[CH2:5]([NH2:15])[C:6]1[CH:14]=[CH:13][C:11]([OH:12])=[C:8]([O:9][CH3:10])[CH:7]=1 |f:2.3|. Procedure details: The reaction mixture obtained in a) is combined with 38 ml of hydrochloric acid and 6.2 g of Pd/C. Hydrogen is piped into the reaction mixture, with stirring, at 10° C. over a period of 4 hours under a pressure of 4 bar. After the addition of 71 ml of water the mixture is heated to 60° C. and stirred for 1 hour. The catalyst is filtered off and the acetic acid is eliminated from the filtrate by distillation at 60° C. Then the reaction mixture is combined with 141 ml of water in order to dissolve... The reactants are C1CCOC1, CNC(C)=O, CC#N, CCCCCCC, CCOC(C)=O, [Cl-], Fc1ccc(CBr)cc1, [H-], [NH4+], [Na+], O. Product: CC(=O)N(C)Cc1ccc(F)cc1. RXN SMILES: [CH2:19]1[O:20][CH2:21][CH2:22][CH2:23]1.[CH3:1][NH:2][C:3]([CH3:4])=[O:5].[CH3:24][C:25]#[N:26].[CH3:27][CH2:28][CH2:29][CH2:30][CH2:31][CH2:32][CH3:33].[CH3:34][CH2:35][O:36][C:37](=[O:38])[CH3:39].[Cl-:17].[F:8][c:9]1[cH:10][cH:11][c:12]([CH2:13][Br:14])[cH:15][cH:16]1.[H-:6].[NH4+:18].[Na+:7].[OH2:40]>>[CH3:1][N:2]([C:3]([CH3:4])=[O:5])[CH2:13][c:12]1[cH:11][cH:10][c:9]([F:8])[cH:16][cH:15]1. As a reaction SMILES: [CH3:1][N:2]1[C:7]([CH3:8])=[CH:6][C:5]([OH:9])=[C:4]([C:10]([O:12]CC)=O)[C:3]1=[O:15].[NH2:16][C:17]1[CH:22]=[CH:21][C:20]([CH3:23])=[CH:19][N:18]=1.BrC1C=CC=CC=1.COC(C)(C)C>CCCCCC>[CH3:23][C:20]1[CH:21]=[CH:22][C:17]([NH:16][C:10]([C:4]2[C:3](=[O:15])[N:2]([CH3:1])[C:7]([CH3:8])=[CH:6][C:5]=2[OH:9])=[O:12])=[N:18][CH:19]=1. Conditions: time 6.5 hour. Procedure details: 214 mg of ethyl 1,6-dimethyl-4-hydroxy-2-oxo-1,2-dihydropyridine-3-carboxylate and 101 mg of 2-amino-5-methylpyridine were added to 2.5 ml of bromobenzene and the mixture was stirred for 6.5 hours under heat refluxing condition. The reaction mixture was cooled to room temperature, and t-butyl methyl ether and n-hexane were added to the mixture. The resulting solid was collected by filtration, washed with t-butyl methyl ether and n-hexane, and dried to obtain N-(5-methyl-2-pyridyl)-1,6-dimethyl-4... Solvent: CCCCCC (n-hexane). Yields the product CC=1C=CC(=NC1)NC(=O)C=1C(N(C(=CC1O)C)C)=O (N-(5-methyl-2-pyridyl)-1,6-dimethyl-4-hydroxy-2-oxo-1,2-dihydropyridine-3-carboxamide). The reactants are CN1C(C(=C(C=C1C)O)C(=O)OCC)=O (ethyl 1,6-dimethyl-4-hydroxy-2-oxo-1,2-dihydropyridine-3-carboxylate), NC1=NC=C(C=C1)C (2-amino-5-methylpyridine), BrC1=CC=CC=C1 (bromobenzene), COC(C)(C)C (t-butyl methyl ether).